This data is from the Open Reaction Database (ORD), a public repository of structured organic reaction records. The task is: describe an organic reaction: reactants, conditions, products, and yield Reactants: CN1CCCC1=O, CN(CCN(C)c1ccc(F)cc1F)CCn1ccc2c(Cl)nc(N)nc21, NNC(=O)c1ccco1. Product: CN(CCN(C)c1ccc(F)cc1F)CCn1ccc2c(NNC(=O)c3ccco3)nc(N)nc21. Reaction SMILES: [CH3:37][N:38]1[CH2:39][CH2:40][CH2:41][C:42]1=[O:43].[NH2:1][c:2]1[n:3][c:4]([Cl:27])[c:5]2[c:6]([n:7]1)[n:8]([CH2:11][CH2:12][N:13]([CH2:14][CH2:15][N:16]([CH3:17])[c:18]1[c:19]([F:25])[cH:20][c:21]([F:24])[cH:22][cH:23]1)[CH3:26])[cH:9][cH:10]2.[o:28]1[c:29]([C:33](=[O:34])[NH:35][NH2:36])[cH:30][cH:31][cH:32]1>>[NH2:1][c:2]1[n:3][c:4]([NH:36][NH:35][C:33]([c:29]2[o:28][cH:32][cH:31][cH:30]2)=[O:34])[c:5]2[c:6]([n:7]1)[n:8]([CH2:11][CH2:12][N:13]([CH2:14][CH2:15][N:16]([CH3:17])[c:18]1[c:19]([F:25])[cH:20][c:21]([F:24])[cH:22][cH:23]1)[CH3:26])[cH:9][cH:10]2. Starting materials: CC(C)(C)OC(=O)CBr, [H-], [Na+], C1CCOC1, O, COCOc1ccc(C2(C)COc3cc(OCOC)ccc3C2CCCCc2ccc(O)cc2)cc1. The product is COCOc1ccc(C2(C)COc3cc(OCOC)ccc3C2CCCCc2ccc(OCC(=O)OC(C)(C)C)cc2)cc1. RXN SMILES: [C:39]([CH3:40])([CH3:41])([CH3:42])[O:43][C:44]([CH2:45][Br:46])=[O:47].[H-:37].[Na+:38].[O:49]1[CH2:50][CH2:51][CH2:52][CH2:53]1.[OH2:48].[OH:1][c:2]1[cH:3][cH:4][c:5]([CH2:8][CH2:9][CH2:10][CH2:11][CH:12]2[C:13]([CH3:26])([c:27]3[cH:28][cH:29][c:30]([O:33][CH2:34][O:35][CH3:36])[cH:31][cH:32]3)[CH2:14][O:15][c:16]3[cH:17][c:18]([O:22][CH2:23][O:24][CH3:25])[cH:19][cH:20][c:21]32)[cH:6][cH:7]1>>[O:1]([c:2]1[cH:3][cH:4][c:5]([CH2:8][CH2:9][CH2:10][CH2:11][CH:12]2[C:13]([CH3:26])([c:27]3[cH:28][cH:29][c:30]([O:33][CH2:34][O:35][CH3:36])[cH:31][cH:32]3)[CH2:14][O:15][c:16]3[cH:17][c:18]([O:22][CH2:23][O:24][CH3:25])[cH:19][cH:20][c:21]32)[cH:6][cH:7]1)[CH2:45][C:44]([O:43][C:39]([CH3:40])([CH3:41])[CH3:42])=[O:47].